From a dataset of the Open Reaction Database (ORD), a public repository of structured organic reaction records. describe an organic reaction: reactants, conditions, products, and yield Starting materials: NC1=N[C@](C(C(N1C)=O)(C)C)(C)C1=C(C=CC(=C1)N)F ((S)-2-amino-6-(5-amino-2-fluoro-phenyl)-3,5,5,6-tetramethyl-5,6-dihydro-3H-pyrimidin-4-one), [B][B][B][B][B][B][B][B][B][B] (decaborane), NC1=N[C@](C(C(N1C)=O)(C)C)(C)C1=C(C=CC(=C1)N)F ((S)-2-amino-6-(5-amino-2-fluoro-phenyl)-3,5,5,6-tetramethyl-5,6-dihydro-3H-pyrimidin-4-one), O=C1CCC=2C(=CC=CC12)C(=O)O (1-oxo-indan-4-carboxylic acid). Reported procedure: The reductive amination of (S)-2-amino-6-(5-amino-2-fluoro-phenyl)-3,5,5,6-tetramethyl-5,6-dihydro-3H-pyrimidin-4-one (intermediate J) and 1-oxo-indan-4-carboxylic acid using decaborane yielded a mixture of epimers of the title compound as a light yellow foam. MS (ESI): m/z=439.3 [M+H]+. The product is NC=1N(C(C([C@@](N1)(C)C=1C=C(C=CC1F)NC1CCC=2C(=CC=CC12)C(=O)O)(C)C)=O)C (1-[3-((S)-2-Amino-1,4,5,5-tetramethyl-6-oxo-1,4,5,6-tetrahydro-pyrimidin-4-yl)-4-fluoro-phenylamino]-indan-4-carboxylic acid). Reaction SMILES: [NH2:1][C:2]1[N:7]([CH3:8])[C:6](=[O:9])[C:5]([CH3:11])([CH3:10])[C@:4]([C:13]2[CH:18]=[C:17]([NH2:19])[CH:16]=[CH:15][C:14]=2[F:20])([CH3:12])[N:3]=1.O=[C:22]1[C:30]2[CH:29]=[CH:28][CH:27]=[C:26]([C:31]([OH:33])=[O:32])[C:25]=2[CH2:24][CH2:23]1.[B][B][B][B][B][B][B][B][B][B]>>[NH2:1][C:2]1[N:7]([CH3:8])[C:6](=[O:9])[C:5]([CH3:10])([CH3:11])[C@:4]([C:13]2[CH:18]=[C:17]([NH:19][CH:22]3[C:30]4[CH:29]=[CH:28][CH:27]=[C:26]([C:31]([OH:33])=[O:32])[C:25]=4[CH2:24][CH2:23]3)[CH:16]=[CH:15][C:14]=2[F:20])([CH3:12])[N:3]=1 |^3:33,42,^1:34,35,36,37,38,39,40,41|. Starting materials: CCOC(=O)C(CCc1ccccc1)NC(C)C(=O)O, CN1CC(C(=O)OC(C)(C)C)NC1=O, C(=NC1CCCCC1)=NC1CCCCC1. Yields the product CCOC(=O)C(CCc1ccccc1)NC(C)C(=O)N1C(=O)N(C)CC1C(=O)OC(C)(C)C. RXN SMILES: [CH2:1]([CH3:2])[O:3][C:4](=[O:5])[CH:6]([CH2:7][CH2:8][c:9]1[cH:10][cH:11][cH:12][cH:13][cH:14]1)[NH:15][CH:16]([C:17](=[O:18])[OH:19])[CH3:20].[CH3:36][N:37]1[C:38](=[O:49])[NH:39][CH:40]([C:42](=[O:43])[O:44][C:45]([CH3:46])([CH3:47])[CH3:48])[CH2:41]1.[CH:21]1([N:22]=[C:23]=[N:24][CH:25]2[CH2:26][CH2:27][CH2:28][CH2:29][CH2:30]2)[CH2:31][CH2:32][CH2:33][CH2:34][CH2:35]1>>[CH2:1]([CH3:2])[O:3][C:4](=[O:5])[CH:6]([CH2:7][CH2:8][c:9]1[cH:10][cH:11][cH:12][cH:13][cH:14]1)[NH:15][CH:16]([C:17](=[O:19])[N:39]1[C:38](=[O:49])[N:37]([CH3:36])[CH2:41][CH:40]1[C:42](=[O:43])[O:44][C:45]([CH3:46])([CH3:47])[CH3:48])[CH3:20]. The reactants are [SH-].[Na+] (sodium hydrosulphide), ClC1=NC=CC(=C1[N+](=O)[O-])N[C@@H](C)C=1N(C(C2=C(C=CC=C2C1)C(F)(F)F)=O)C1=CC=CC=C1 ((S)-3-(1-(2-chloro-3-nitropyridin-4-ylamino)ethyl)-2-phenyl-8-(trifluoromethyl) isoquinolin-1 (2H)-one). Solvent: CO (MeOH). Yields the product SC1=NC=CC(=C1[N+](=O)[O-])N[C@@H](C)C=1N(C(C2=C(C=CC=C2C1)C(F)(F)F)=O)C1=CC=CC=C1 ((S)-3-(1-(2-mercapto-3-nitropyridin-4-ylamino) ethyl)-2-phenyl-8-(trifluoromethyl)isoquinolin-1(2H)-one). RXN SMILES: Cl[C:2]1[C:7]([N+:8]([O-:10])=[O:9])=[C:6]([NH:11][C@H:12]([C:14]2[N:15]([C:29]3[CH:34]=[CH:33][CH:32]=[CH:31][CH:30]=3)[C:16](=[O:28])[C:17]3[C:22]([CH:23]=2)=[CH:21][CH:20]=[CH:19][C:18]=3[C:24]([F:27])([F:26])[F:25])[CH3:13])[CH:5]=[CH:4][N:3]=1.[SH-:35].[Na+]>CO>[SH:35][C:2]1[C:7]([N+:8]([O-:10])=[O:9])=[C:6]([NH:11][C@H:12]([C:14]2[N:15]([C:29]3[CH:34]=[CH:33][CH:32]=[CH:31][CH:30]=3)[C:16](=[O:28])[C:17]3[C:22]([CH:23]=2)=[CH:21][CH:20]=[CH:19][C:18]=3[C:24]([F:27])([F:26])[F:25])[CH3:13])[CH:5]=[CH:4][N:3]=1 |f:1.2|. Procedure: To a solution of (S)-3-(1-(2-chloro-3-nitropyridin-4-ylamino)ethyl)-2-phenyl-8-(trifluoromethyl) isoquinolin-1 (2H)-one III-33 (500 mg, 1.0 mmol, 1 eq) in MeOH (10 mL), sodium hydrosulphide (69 g, 1.29 mmol, 1.2 eq) was added and the resulting mixture was stirred at reflux for 2 h. The mixture was allowed to cool to RT and then concentrated in vacuo. The residue was purified by flash column chromatography on silica gel (2-3% MeOH-DCM) to afford the product, (S)-3-(1-(2-mercapto-3-nitropyridin-4-... The reactants are CN(C)Cc1ccc(C(=O)Cl)cc1Br, Cc1ccc(N)cc1Nc1nccc(-c2cccnc2)n1, Cc1ccc(N)cc1Nc1nccc(-c2ccc(Cl)nc2)n1, Cl, Cl. The product is Cc1ccc(NC(=O)c2ccc(CN(C)C)c(Br)c2)cc1Nc1nccc(-c2cccnc2)n1. As a reaction SMILES: [Br:46][c:47]1[cH:48][c:49]([C:50](=[O:51])[Cl:52])[cH:53][cH:54][c:55]1[CH2:56][N:57]([CH3:58])[CH3:59].[CH3:1][c:2]1[c:3]([NH:9][c:10]2[n:11][cH:12][cH:13][c:14](-[c:16]3[cH:17][n:18][cH:19][cH:20][cH:21]3)[n:15]2)[cH:4][c:5]([NH2:6])[cH:7][cH:8]1.[Cl:22][c:23]1[n:24][cH:25][c:26](-[c:27]2[cH:28][cH:29][n:30][c:31]([NH:32][c:33]3[cH:34][c:35]([NH2:40])[cH:36][cH:37][c:38]3[CH3:39])[n:41]2)[cH:42][cH:43]1.[ClH:44].[ClH:45]>>[CH3:1][c:2]1[c:3]([NH:9][c:10]2[n:11][cH:12][cH:13][c:14](-[c:16]3[cH:17][n:18][cH:19][cH:20][cH:21]3)[n:15]2)[cH:4][c:5]([NH:6][C:50]([c:49]2[cH:48][c:47]([Br:46])[c:55]([CH2:56][N:57]([CH3:58])[CH3:59])[cH:54][cH:53]2)=[O:51])[cH:7][cH:8]1. Reactants: BrC=1C=C(C=CC1F)S (3-bromo-4-fluorobenzenethiol), [OH-].[Na+] (sodium hydroxide), ICC (iodoethane). Run in CO (MeOH). Reaction conditions: temperature 0 celsius, time 10 minute. Yields the product BrC=1C=C(C=CC1F)SCC ((3-bromo-4-fluorophenyl)(ethyl)sulfane). Yield: 98.5%. Reaction SMILES: [Br:1][C:2]1[CH:3]=[C:4]([SH:9])[CH:5]=[CH:6][C:7]=1[F:8].[OH-].[Na+].I[CH2:13][CH3:14]>CO>[Br:1][C:2]1[CH:3]=[C:4]([S:9][CH2:13][CH3:14])[CH:5]=[CH:6][C:7]=1[F:8] |f:1.2|. Reported procedure: A mixture of 3-bromo-4-fluorobenzenethiol (3.89 g, 18.79 mmol) and sodium hydroxide (3.95 mL, 19.73 mmol) in MeOH was stirred at 0° C. for 10 minutes. To this solution was added iodoethane (1.803 mL, 22.54 mmol). The reaction mixture was stirred at ambient temperature for 6 hours. The solvent was removed, and the residue was partitioned between water and ethyl acetate. The aqueous layer was extracted with addition ethyl acetate three times. The combined organic layers were washed with saturated ... Starting materials: FC=1C=C(C=CC1OCCOC)CCC(=O)O (3-[3-Fluoro-4-(2-methoxy-ethoxy)-phenyl]-propionic acid). Run in O=S(Cl)Cl (SOCl2). Conditions: temperature 45 celsius, time 1 hour. Yields the product FC=1C=C2CCC(C2=CC1OCCOC)=O (5-Fluoro-6-(2-methoxy-ethoxy)-indan-1-one). RXN SMILES: [F:1][C:2]1[CH:3]=[C:4]([CH2:13][CH2:14][C:15]([OH:17])=O)[CH:5]=[CH:6][C:7]=1[O:8][CH2:9][CH2:10][O:11][CH3:12]>O=S(Cl)Cl>[F:1][C:2]1[CH:3]=[C:4]2[C:5](=[CH:6][C:7]=1[O:8][CH2:9][CH2:10][O:11][CH3:12])[C:15](=[O:17])[CH2:14][CH2:13]2. Reported procedure: The mixture of 3-[3-Fluoro-4-(2-methoxy-ethoxy)-phenyl]-propionic acid (16 g) in SOCl2 (50 ml) was refluxed for 4 hours. The mixture was evaporated, the residue was dissolved in CS2 (100 ml), and then AlCl3 (20 g) was added. The mixture was heated at 45° C. for 4 hours. 200 ml of ice-water was added to the cooled mixture and the mixture was stirred for another 1 hour. The mixture was extracted by ethyl acetate (300 ml×3). The product was purified by flash column chromatography using ethyl acetat...